The task is: describe an organic reaction: reactants, conditions, products, and yield. This data is from the Open Reaction Database (ORD), a public repository of structured organic reaction records. Reactants: Cl.COC(CCC(=O)N1C(CC2=CC(=C(C=C12)Cl)CCN1CCN(CC1)C1=NSC2=C1C=CC=C2)=O)=O (4-{5-[2-(4-benzo[d]isothiazol-3-yl-piperazin-1-yl)ethyl]-6-chloro-2-oxo-2,3-dihydro-indol-1-yl}-4-oxo-butyric acid methyl ester, hydrochloride salt), C(C)O (ethanol), Cl (hydrochloric acid). The solvent is O (water). Yields the product Cl.C(C)OC(CCC(=O)N1C(CC2=CC(=C(C=C12)Cl)CCN1CCN(CC1)C1=NSC2=C1C=CC=C2)=O)=O (4-{5-[2-(4-benzo[d]isothiazol-3-yl-piperazin-1-yl)ethyl]-6-chloro-2-oxo-2,3-dihydro-indol-1-yl}-4-oxo-butyric acid ethyl ester, hydrochloride salt). Reaction SMILES: Cl.[CH3:2][O:3][C:4](=[O:37])[CH2:5][CH2:6][C:7]([N:9]1[C:17]2[C:12](=[CH:13][C:14]([CH2:19][CH2:20][N:21]3[CH2:26][CH2:25][N:24]([C:27]4[C:31]5[CH:32]=[CH:33][CH:34]=[CH:35][C:30]=5[S:29][N:28]=4)[CH2:23][CH2:22]3)=[C:15]([Cl:18])[CH:16]=2)[CH2:11][C:10]1=[O:36])=[O:8].[CH2:38](O)C.Cl>O>[ClH:18].[CH2:2]([O:3][C:4](=[O:37])[CH2:5][CH2:6][C:7]([N:9]1[C:17]2[C:12](=[CH:13][C:14]([CH2:19][CH2:20][N:21]3[CH2:26][CH2:25][N:24]([C:27]4[C:31]5[CH:32]=[CH:33][CH:34]=[CH:35][C:30]=5[S:29][N:28]=4)[CH2:23][CH2:22]3)=[C:15]([Cl:18])[CH:16]=2)[CH2:11][C:10]1=[O:36])=[O:8])[CH3:38] |f:0.1,5.6|. Procedure: The product of Example 5, (611 mg, 1.1 mmol) was mixed with ethanol (27 mL) and concentrated hydrochloric acid (0.5 mL) and the mixture boiled under reflux for 24 h in the temperature range 78-80° C. Distilled water (20 mL) was added to the hot reaction mixture and solids removed during the hot filtration. The filtrate was cooled further and product solids were isolated by filtration, washed with distilled water (20 mL), and dried under vacuum to yield 200 mg (32%). The reactants are CS(=O)(=O)N (methanesulfonamide), C1(CC1)S(=O)(=O)N (cyclopropanesulfonamide), C(#N)C1(C2CC3CC(CC1C3)C2)COC2=CC(=C(C(=O)O)C=C2C2CC2)F (4-((2-cyanoadamantan-2-yl)methoxy)-5-cyclopropyl-2-fluorobenzoic acid), C(#N)C1(CCCCC1)COC1=CC(=C(C(=O)O)C=C1C1CC1)F (4-((1-cyanocyclohexyl)methoxy)-5-cyclopropyl-2-fluorobenzoic acid). The product is C(#N)C1(CCCCC1)COC1=CC(=C(C(=O)NS(=O)(=O)C2CC2)C=C1C1CC1)F (4-((1-cyanocyclohexyl)methoxy)-5-cyclopropyl-N-(cyclopropylsulfonyl)-2-fluorobenzamide), solid. Yield: 66.0%. Reaction SMILES: [C:1]([C:3]1([CH2:13][O:14][C:15]2[C:23]([CH:24]3[CH2:26][CH2:25]3)=[CH:22][C:18]([C:19]([OH:21])=O)=[C:17]([F:27])[CH:16]=2)[CH:10]2[CH2:11][CH:6]3CC(C[CH:4]1[CH2:5]3)C2)#[N:2].C(C1(COC2C(C3CC3)=CC(C(O)=O)=C(F)C=2)CCCCC1)#N.CS(N)(=O)=O.[CH:56]1([S:59]([NH2:62])(=[O:61])=[O:60])[CH2:58][CH2:57]1>>[C:1]([C:3]1([CH2:13][O:14][C:15]2[C:23]([CH:24]3[CH2:26][CH2:25]3)=[CH:22][C:18]([C:19]([NH:62][S:59]([CH:56]3[CH2:58][CH2:57]3)(=[O:61])=[O:60])=[O:21])=[C:17]([F:27])[CH:16]=2)[CH2:10][CH2:11][CH2:6][CH2:5][CH2:4]1)#[N:2]. Procedure: Following the procedure as described in Example 332 Step 7 and making non-critical variations to replace 4-((2-cyanoadamantan-2-yl)methoxy)-5-cyclopropyl-2-fluorobenzoic acid with 4-((1-cyanocyclohexyl)methoxy)-5-cyclopropyl-2-fluorobenzoic acid and making variations as required to replace methanesulfonamide with cyclopropanesulfonamide, the title compound was obtained as a colorless solid (0.092 g, 66% yield): 1H NMR (300 MHz, DMSO-d6) δ 11.86 (br s, 1H), 7.13 (d, J=8.2 Hz, 1H), 6.99 (d, J=12.8... The reactants are NC1=NC(=NC2=C(C(=CC=C12)OC)OC)Cl (4-amino-2-chloro-7,8-dimethoxyquinazoline), N1CCOCC1 (morpholine). The solvent is CC(=O)CC (methylethylketone), ice water. The product is Cl.N1(CCOCC1)C1=NC2=C(C(=CC=C2C(=N1)N)OC)OC (2-(Morpholin-4-yl)-4-amino-7,8-dimethoxyquinazoline hydrochloride). RXN SMILES: [NH2:1][C:2]1[C:11]2[C:6](=[C:7]([O:14][CH3:15])[C:8]([O:12][CH3:13])=[CH:9][CH:10]=2)[N:5]=[C:4]([Cl:16])[N:3]=1.[NH:17]1[CH2:22][CH2:21][O:20][CH2:19][CH2:18]1>CC(CC)=O>[ClH:16].[N:17]1([C:4]2[N:3]=[C:2]([NH2:1])[C:11]3[C:6](=[C:7]([O:14][CH3:15])[C:8]([O:12][CH3:13])=[CH:9][CH:10]=3)[N:5]=2)[CH2:22][CH2:21][O:20][CH2:19][CH2:18]1 |f:3.4|. Procedure details: To 500 ml. of methylethylketone is added 0.1 mole of 4-amino-2-chloro-7,8-dimethoxyquinazoline and 0.12 mole of morpholine and the mixture is refluxed overnight. After cooling in ice-water the solid precipitated is collected by filtration, washed with ether and air dried to obtain the title compound. Reactants: CN(/C=C/C(=O)C1=NN(C=CC1=O)C1=CC(=CC=C1)S(=O)(=O)N1CCCC1)C (3-((E)-3-Dimethylamino-acryloyl)-1-[3-(pyrrolidine-1-sulfonyl)-phenyl]-1H-pyridazin-4-one), FC=1C=C(C=CC1)NN (3-fluoro-phenylhydrazine). The product is FC=1C=C(C=CC1)N1N=CC=C1C1=NN(C=CC1=O)C1=CC(=CC=C1)S(=O)(=O)N1CCCC1 (3-[2-(3-Fluoro-phenyl)-2H-pyrazol-3-yl]-1-[3-(pyrrolidine-1-sulfonyl)-phenyl]-1H-pyridazin-4-one). As a reaction SMILES: CN(C)/[CH:3]=[CH:4]/[C:5]([C:7]1[C:12](=[O:13])[CH:11]=[CH:10][N:9]([C:14]2[CH:19]=[CH:18][CH:17]=[C:16]([S:20]([N:23]3[CH2:27][CH2:26][CH2:25][CH2:24]3)(=[O:22])=[O:21])[CH:15]=2)[N:8]=1)=O.[F:29][C:30]1[CH:31]=[C:32]([NH:36][NH2:37])[CH:33]=[CH:34][CH:35]=1>>[F:29][C:30]1[CH:31]=[C:32]([N:36]2[C:5]([C:7]3[C:12](=[O:13])[CH:11]=[CH:10][N:9]([C:14]4[CH:19]=[CH:18][CH:17]=[C:16]([S:20]([N:23]5[CH2:27][CH2:26][CH2:25][CH2:24]5)(=[O:21])=[O:22])[CH:15]=4)[N:8]=3)=[CH:4][CH:3]=[N:37]2)[CH:33]=[CH:34][CH:35]=1. Reported procedure: The product was obtained starting from 3-((E)-3-Dimethylamino-acryloyl)-1-[3-(pyrrolidine-1-sulfonyl)-phenyl]-1H-pyridazin-4-one (A-29) and 3-fluoro-phenylhydrazine according to the method described for example 91. MS: M=466.2 (M+H)+ The reactants are CN1CCC(CC1)OC1=CC=CC(=N1)C#N (6-[(1-Methylpiperidin-4-yl)oxy]pyridine-2-carbonitrile). The reagents and catalysts are [Ni] (Ni). Solvent: N (ammonia). Product: CN1CCC(CC1)OC1=CC=CC(=N1)CN (1-{6-[(1-Methylpiperidin-4-yl)oxy]pyridin-2-yl}methanamine). Reaction SMILES: [CH3:1][N:2]1[CH2:7][CH2:6][CH:5]([O:8][C:9]2[N:14]=[C:13]([C:15]#[N:16])[CH:12]=[CH:11][CH:10]=2)[CH2:4][CH2:3]1>N.[Ni]>[CH3:1][N:2]1[CH2:3][CH2:4][CH:5]([O:8][C:9]2[N:14]=[C:13]([CH2:15][NH2:16])[CH:12]=[CH:11][CH:10]=2)[CH2:6][CH2:7]1. Procedure details: 6-[(1-Methylpiperidin-4-yl)oxy]pyridine-2-carbonitrile (1.62 g, 7.46 mmol, from step a above) was dissolved in 150 mL of ammonia saturated MeOH and hydrogenation was performed using a Raney-Ni 30×4 mm CatCart (H-Cube, 50 bar, 50° C., 1 mL/min). The mixture was evaporated and was pure enough to use directly in the next step below. Yield: 1.62 g (98%). 1H NMR (500 MHz, CDCl3) δ 7.50 (m, 1H), 6.75 (d, 1H), 6.56 (d, 1H), 5.11 (m, 1H), 3.82 (s, 2H), 2.74 (m, 2H), 2.43-2.30 (m, 5H, thereof a singlet a... Starting materials: Cc1ncnc(C)c1C(=O)O, COc1ccc(NC2CCN(C(C)CCN)CC2)cc1. Product: COc1ccc(NC2CCN(C(C)CCNC(=O)c3c(C)ncnc3C)CC2)cc1. RXN SMILES: [CH3:21][c:22]1[n:23][cH:24][n:25][c:26]([CH3:31])[c:27]1[C:28](=[O:29])[OH:30].[NH2:1][CH2:2][CH2:3][CH:4]([CH3:5])[N:6]1[CH2:7][CH2:8][CH:9]([NH:12][c:13]2[cH:14][cH:15][c:16]([O:19][CH3:20])[cH:17][cH:18]2)[CH2:10][CH2:11]1>>[NH:1]([CH2:2][CH2:3][CH:4]([CH3:5])[N:6]1[CH2:7][CH2:8][CH:9]([NH:12][c:13]2[cH:14][cH:15][c:16]([O:19][CH3:20])[cH:17][cH:18]2)[CH2:10][CH2:11]1)[C:28]([c:27]1[c:22]([CH3:21])[n:23][cH:24][n:25][c:26]1[CH3:31])=[O:29]. Reactants: COC1(CCC(CC1)(C=O)C1=CC(=C(C=C1)OC)OC1CCCC1)OC (4-(3-Cyclopentyloxy-4-methoxyphenyl)-4-formylcyclohexan-1-one dimethyl ketal), Cl (hydrochloric acid). Solvent: C(C)(=O)OCC (ethyl acetate). Yields the product C1(CCCC1)OC=1C=C(C=CC1OC)C1(CCC(CC1)=O)C=O (4-(3-Cyclopentyloxy-4-methoxyphenyl)-4-formylcyclohexan-1-one). Isolated yield 112.9%. As a reaction SMILES: C[O:2][C:3]1(OC)[CH2:8][CH2:7][C:6]([C:11]2[CH:16]=[CH:15][C:14]([O:17][CH3:18])=[C:13]([O:19][CH:20]3[CH2:24][CH2:23][CH2:22][CH2:21]3)[CH:12]=2)([CH:9]=[O:10])[CH2:5][CH2:4]1.Cl>C(OCC)(=O)C>[CH:20]1([O:19][C:13]2[CH:12]=[C:11]([C:6]3([CH:9]=[O:10])[CH2:5][CH2:4][C:3](=[O:2])[CH2:8][CH2:7]3)[CH:16]=[CH:15][C:14]=2[O:17][CH3:18])[CH2:21][CH2:22][CH2:23][CH2:24]1. Reported procedure: 4-(3-Cyclopentyloxy-4-methoxyphenyl)-4-formylcyclohexan-1-one dimethyl ketal (0.1 g, 0.28 mmol) in ethyl acetate (2 mL) was treated with 3N hydrochloric acid (5 mL) and the mixture was stirred vigorously and gently heated for 10 min. The mixture was extracted twice with ethyl acetate, the combined organic extracts were washed with 5% aqueous sodium carbonate, dried (potassium carbonate) and the solvent was removed in vacuo. This material, combined with that obtained from an identical reaction, w... Starting materials: O=C(O)C1CCCCC1C(=O)O, O=S(Cl)Cl. Yields the product O=C(O)C1CCCCC1C(=O)O, [Cl-]. RXN SMILES: [CH:1]1([C:10](=[O:11])[OH:12])[CH:2]([C:7](=[O:8])[OH:9])[CH2:3][CH2:4][CH2:5][CH2:6]1.[S:13]([Cl:14])([Cl:15])=[O:16]>>[CH:1]1([C:10](=[O:11])[OH:12])[CH:2]([C:7](=[O:8])[OH:9])[CH2:3][CH2:4][CH2:5][CH2:6]1.[Cl-:15]. Starting materials: [BH4-].[Na+] (sodium tetrahydroborate), resultant mixture, C(C)[Mg]Br (Ethylmagnesium bromide), ClC=1C=CC(=C2N3C(=NC21)N(CCC3)C3=C(C=C(C=C3C)Cl)Cl)C#N (9-chloro-1-(2,4-dichloro-6-methylphenyl)-1,2,3,4-tetrahydropyrimido[1,2-a]benzimidazole-6-carbonitrile), resultant mixture. Solvent: O (water), CC(C)O (2-propanol), O1CCCC1 (tetrahydrofuran). Yields the product ClC1=CC=C(C=2N3C(=NC21)N(CCC3)C3=C(C=C(C=C3C)Cl)Cl)C(CC)N (1-[9-chloro-1-(2,4-dichloro-6-methylphenyl)-1,2,3,4-tetrahydropyrimido[1,2-a]benzimidazol-6-yl]propan-1-amine). Isolated yield 106.5%. Reaction SMILES: [CH2:1]([Mg]Br)[CH3:2].[Cl:5][C:6]1[CH:7]=[CH:8][C:9]([C:28]#[N:29])=[C:10]2[C:14]=1[N:13]=[C:12]1[N:15]([C:19]3[C:24]([CH3:25])=[CH:23][C:22]([Cl:26])=[CH:21][C:20]=3[Cl:27])[CH2:16][CH2:17][CH2:18][N:11]21.[BH4-].[Na+]>O1CCCC1.CC(O)C.O>[Cl:5][C:6]1[C:14]2[N:13]=[C:12]3[N:15]([C:19]4[C:24]([CH3:25])=[CH:23][C:22]([Cl:26])=[CH:21][C:20]=4[Cl:27])[CH2:16][CH2:17][CH2:18][N:11]3[C:10]=2[C:9]([CH:28]([NH2:29])[CH2:1][CH3:2])=[CH:8][CH:7]=1 |f:2.3|. Procedure details: Ethylmagnesium bromide (3 M solution in diethyl ether, 4.50 mL, 13.5 mmol) was added to a stirred suspension of 9-chloro-1-(2,4-dichloro-6-methylphenyl)-1,2,3,4-tetrahydropyrimido[1,2-a]benzimidazole-6-carbonitrile (530 mg, 1.35 mmol) in tetrahydrofuran (14 mL) at room temperature. After the resultant mixture was refluxed for 3 hr, a suspension of sodium tetrahydroborate (1.02 g, 27.0 mmol) in 2-propanol (14 mL) was added at room temperature. The resultant mixture was stirred at 50° C. for 30 mi...